From a dataset of the Open Reaction Database (ORD), a public repository of structured organic reaction records. describe an organic reaction: reactants, conditions, products, and yield Starting materials: CS(=O)(=O)Cl (methanesulfonyl chloride), [OH-].[Na+] (NaOH), NCCC(=O)O (β-alanine). Solvent: CO (MeOH). Run at time 3 hour. Product: CS(=O)(=O)NCCC(=O)O (Methylsulfonyl-β-alanine). RXN SMILES: [NH2:1][CH2:2][CH2:3][C:4]([OH:6])=[O:5].[CH3:7][S:8](Cl)(=[O:10])=[O:9].[OH-].[Na+]>CO>[CH3:7][S:8]([NH:1][CH2:2][CH2:3][C:4]([OH:6])=[O:5])(=[O:10])=[O:9] |f:2.3|. Reported procedure: 22.3 g of β-alanine are dissolved in 125 ml of 2N MeOH. 20 ml of methanesulfonyl chloride and 145 ml of 2N NaOH are simultaneously added dropwise at 0°-5° C., with vibromixing, and the mixture is vibrated at room temperature for 3 hours. The solution is extracted with ether and the extract is diluted to 400 ml and stirred with a strongly acid ion exchanger (Lewatit® S 100) until the pH reaches about 2. The solution is then evaporated to dryness in vacuo. The residue is taken up in ethyl acetate,... The reactants are O1CCOC2=C1C=CC(=C2)C=O (1,4-Benzodioxan-6-carboxaldehyde), OS(=O)(=O)O (H2SO4), OO (H2O2). Run at time 18 hour. Product: OC1=CC2=C(OCCO2)C=C1 (6-hydroxy-1,4-benzodioxan). As a reaction SMILES: [O:1]1[C:6]2[CH:7]=[CH:8][C:9](C=O)=[CH:10][C:5]=2[O:4][CH2:3][CH2:2]1.[OH:13]S(O)(=O)=O.OO>>[OH:13][C:9]1[CH:8]=[CH:7][C:6]2[O:1][CH2:2][CH2:3][O:4][C:5]=2[CH:10]=1. Reported procedure: 1,4-Benzodioxan-6-carboxaldehyde (5.20 g) was dissolved in MeCH (60 mL) containing conc. H2SO4 (0.6 mL). At 0° C. an aqueous solution of 30% H2O2 (4.7 mL) was added to the mixture over 5 minutes. The mixture was warmed to room temperature, stirred an additional 18 h and evaporated. The residue was taken up with H2O and extracted with CH2Cl2. The extract was dried (Na2SO4), filtered and evaporated. The residue was purified by column chromatography (silica gel; eluent: hexane to hexane/EtOAc 3:1) ... The reactants are [BH3-]C#N, [Cl-], [Cl-], [Cl-], [Cl-], Nc1cnc(Cl)nc1Cl, ClCCl, [Na+], O=C1CCOCC1, O, [Ti+4]. The product is Clc1ncc(NC2CCOCC2)c(Cl)n1. RXN SMILES: [C:17]([BH3-:18])#[N:19].[Cl-:25].[Cl-:26].[Cl-:27].[Cl-:28].[Cl:1][c:2]1[n:3][cH:4][c:5]([NH2:9])[c:6]([Cl:8])[n:7]1.[Cl:21][CH2:22][Cl:23].[Na+:20].[O:10]1[CH2:11][CH2:12][C:13](=[O:16])[CH2:14][CH2:15]1.[OH2:24].[Ti+4:29]>>[Cl:1][c:2]1[n:3][cH:4][c:5]([NH:9][CH:13]2[CH2:12][CH2:11][O:10][CH2:15][CH2:14]2)[c:6]([Cl:8])[n:7]1. Starting materials: FC1=CC=C(CC2=C(C=CC=C2)O)C=C1 (2-(4-fluorobenzyl)phenol), CN(C)C=O (DMF), C([O-])([O-])=O.[K+].[K+] (potassium carbonate), CI (methyl iodine). Solvent: C(C)(=O)OCC (ethyl acetate). Conditions: time 16 hour. Product: FC1=CC=C(CC2=C(C=CC=C2)OC)C=C1 (2-(4-fluorobenzyl)anisole). Isolated yield 88.0%. Reaction SMILES: [F:1][C:2]1[CH:15]=[CH:14][C:5]([CH2:6][C:7]2[CH:12]=[CH:11][CH:10]=[CH:9][C:8]=2[OH:13])=[CH:4][CH:3]=1.[CH3:16]N(C=O)C.C(=O)([O-])[O-].[K+].[K+].CI>C(OCC)(=O)C>[F:1][C:2]1[CH:3]=[CH:4][C:5]([CH2:6][C:7]2[CH:12]=[CH:11][CH:10]=[CH:9][C:8]=2[O:13][CH3:16])=[CH:14][CH:15]=1 |f:2.3.4|. Procedure details: A mixture of 2-(4-fluorobenzyl)phenol (4.51 gm, 22.41 mmol), DMF (60 mL), potassium carbonate (7.78 gm, 56.02 mmol) and methyl iodine (1.67 mL, 26.81 mmol) was stirred at rt for 16 h. The reaction was poured into 150 mL ethyl acetate, filtered, washed 3× with 50 mL H20, 1× with 100 m]L brine, dried over Na2SO4, filtered and concentrated under reduced pressure to afford 2-(4-fluorobenzyl)anisole (4.27 gm, 88%); 1H NMR (200 MHz, DMSO-d6): δ 7.11(m, 7H), 3.88(s, 2H), 3.76(s, 3H); TLC conditions: Un... Reactants: C(CCC)OCCOCCO (diethylene glycol monobutyl ether), C(C1=CC=CC=C1)OC1=C2CCCC(C2=CC=C1)C(=O)N(CC=1C=NNC1)C=1C=NC(=CC1)C(C)C (5-benzyloxy-N-(6-isopropylpyridin-3-yl)-N-[(pyrazol-4-yl)methyl]-1,2,3,4-tetrahydronaphthalene-1-carboxamide). The product is C(C1=CC=CC=C1)OC1=C2CCCC(C2=CC=C1)C(=O)N(C=1C=NC(=CC1)C(C)C)CC=1C=NN(C1)CCOCCOCCCC (5-benzyloxy-N-({1-[2-(2-butoxyethoxy)ethyl]pyrazol-4-yl}methyl)-N-(6-isopropylpyridin-3-yl)-1,2,3,4-tetrahydronaphthalene-1-carboxamide). RXN SMILES: [CH2:1]([O:5][CH2:6][CH2:7][O:8][CH2:9][CH2:10]O)[CH2:2][CH2:3][CH3:4].[CH2:12]([O:19][C:20]1[CH:29]=[CH:28][CH:27]=[C:26]2[C:21]=1[CH2:22][CH2:23][CH2:24][CH:25]2[C:30]([N:32]([C:39]1[CH:40]=[N:41][C:42]([CH:45]([CH3:47])[CH3:46])=[CH:43][CH:44]=1)[CH2:33][C:34]1[CH:35]=[N:36][NH:37][CH:38]=1)=[O:31])[C:13]1[CH:18]=[CH:17][CH:16]=[CH:15][CH:14]=1>>[CH2:12]([O:19][C:20]1[CH:29]=[CH:28][CH:27]=[C:26]2[C:21]=1[CH2:22][CH2:23][CH2:24][CH:25]2[C:30]([N:32]([CH2:33][C:34]1[CH:35]=[N:36][N:37]([CH2:10][CH2:9][O:8][CH2:7][CH2:6][O:5][CH2:1][CH2:2][CH2:3][CH3:4])[CH:38]=1)[C:39]1[CH:40]=[N:41][C:42]([CH:45]([CH3:47])[CH3:46])=[CH:43][CH:44]=1)=[O:31])[C:13]1[CH:14]=[CH:15][CH:16]=[CH:17][CH:18]=1. Reported procedure: By the reaction and treatment of diethylene glycol monobutyl ether (1.0 mL) and 5-benzyloxy-N-(6-isopropylpyridin-3-yl)-N-[(pyrazol-4-yl)methyl]-1,2,3,4-tetrahydronaphthalene-1-carboxamide (0.96 g) in the same manner as in Example 394, 5-benzyloxy-N-({1-[2-(2-butoxyethoxy)ethyl]pyrazol-4-yl}methyl)-N-(6-isopropylpyridin-3-yl)-1,2,3,4-tetrahydronaphthalene-1-carboxamide (1.94 g) was obtained.